This data is from the Open Reaction Database (ORD), a public repository of structured organic reaction records. The task is: describe an organic reaction: reactants, conditions, products, and yield Reactants: CN[C@@H](C(C)C)C(=O)N[C@@H](C(C)C)C(=O)N(C)[C@H]([C@@H](CC(=O)N1[C@@H](CCC1)[C@@H]([C@H](C(=O)N[C@H](C(=O)N1OCCCC1)CC1=CNC2=CC=CC=C12)C)OC)OC)[C@H](CC)C (N-methyl-L-valyl-N-[(3R,4S,5S)-1-{(2S)-2-[(1R,2R)-3-{[(2S)-3-(1H-indol-3-yl)-1-(1,2-oxazinan-2-yl)-1-oxopropan-2-yl]amino}-1-methoxy-2-methyl-3-oxopropyl]pyrrolidin-1-yl}-3-methoxy-5-methyl-1-oxoheptan-4-yl]-N-methyl-L-valinamide), O=CCCC(=O)O (4-oxobutanoic acid), C(C)(=O)O (acetic acid), CN[C@@H](C(C)C)C(=O)N[C@@H](C(C)C)C(=O)N(C)[C@H]([C@@H](CC(=O)N1[C@@H](CCC1)[C@@H]([C@H](C(=O)N[C@H](C(=O)N1OCCCC1)CC1=CNC2=CC=CC=C12)C)OC)OC)[C@H](CC)C (N-methyl-L-valyl-N-[(3R,4S,5S)-1-{(2S)-2-[(1R,2R)-3-{[(2S)-3-(1H-indol-3-yl)-1-(1,2-oxazinan-2-yl)-1-oxopropan-2-yl]amino}-1-methoxy-2-methyl-3-oxopropyl]pyrrolidin-1-yl}-3-methoxy-5-methyl-1-oxoheptan-4-yl]-N-methyl-L-valinamide), aqueous solution. Solvent: CO (methanol). Conditions: time 8 hour. Product: C(=O)(O)CCCN([C@@H](C(C)C)C(=O)N[C@@H](C(C)C)C(=O)N(C)[C@H]([C@@H](CC(=O)N1[C@@H](CCC1)[C@@H]([C@H](C(=O)N[C@H](C(=O)N1OCCCC1)CC1=CNC2=CC=CC=C12)C)OC)OC)[C@H](CC)C)C (N-(3-carboxypropyl)-N-methyl-L-valyl-N-[(3R,4S,5S)-1-{(2S)-2-[(1R,2R)-3-{[(2S)-3-(1H-indol-3-yl)-1-(1,2-oxazinan-2-yl)-1-oxopropan-2-yl]amino}-1-methoxy-2-methyl-3-oxopropyl]pyrrolidin-1-yl}-3-methoxy-5-methyl-1-oxoheptan-4-yl]-N-methyl-L-valinamide). As a reaction SMILES: [CH3:1][NH:2][C@H:3]([C:7]([NH:9][C@H:10]([C:14]([N:16]([C@@H:18]([C@@H:57]([CH3:60])[CH2:58][CH3:59])[C@H:19]([O:55][CH3:56])[CH2:20][C:21]([N:23]1[CH2:27][CH2:26][CH2:25][C@H:24]1[C@H:28]([O:53][CH3:54])[C@@H:29]([CH3:52])[C:30]([NH:32][C@@H:33]([CH2:42][C:43]1[C:51]2[C:46](=[CH:47][CH:48]=[CH:49][CH:50]=2)[NH:45][CH:44]=1)[C:34]([N:36]1[CH2:41][CH2:40][CH2:39][CH2:38][O:37]1)=[O:35])=[O:31])=[O:22])[CH3:17])=[O:15])[CH:11]([CH3:13])[CH3:12])=[O:8])[CH:4]([CH3:6])[CH3:5].O=[CH:62][CH2:63][CH2:64][C:65]([OH:67])=[O:66].C(O)(=O)C>CO>[C:65]([CH2:64][CH2:63][CH2:62][N:2]([CH3:1])[C@H:3]([C:7]([NH:9][C@H:10]([C:14]([N:16]([C@@H:18]([C@@H:57]([CH3:60])[CH2:58][CH3:59])[C@H:19]([O:55][CH3:56])[CH2:20][C:21]([N:23]1[CH2:27][CH2:26][CH2:25][C@H:24]1[C@H:28]([O:53][CH3:54])[C@@H:29]([CH3:52])[C:30]([NH:32][C@@H:33]([CH2:42][C:43]1[C:51]2[C:46](=[CH:47][CH:48]=[CH:49][CH:50]=2)[NH:45][CH:44]=1)[C:34]([N:36]1[CH2:41][CH2:40][CH2:39][CH2:38][O:37]1)=[O:35])=[O:31])=[O:22])[CH3:17])=[O:15])[CH:11]([CH3:12])[CH3:13])=[O:8])[CH:4]([CH3:5])[CH3:6])([OH:67])=[O:66]. Procedure details: 50 mg (0.052 mmol) of N-methyl-L-valyl-N-[(3R,4S,5S)-1-{(2S)-2-[(1R,2R)-3-{[(2S)-3-(1H-indol-3-yl)-1-(1,2-oxazinan-2-yl)-1-oxopropan-2-yl]amino}-1-methoxy-2-methyl-3-oxopropyl]pyrrolidin-1-yl}-3-methoxy-5-methyl-1-oxoheptan-4-yl]-N-methyl-L-valinamide (Intermediate 192) and 204 μl einer of a 15% aqueous solution of 4-oxobutanoic acid were combined in 2 ml of methanol and admixed with 23.4 mg (0.252 mmol) of borane-pyridine complex and 6 μl of acetic acid. The reaction mixture was stirred at RT o... Starting materials: O=C([O-])O, CCOC(=O)c1ccc2nc(Cc3ccccc3)[nH]c2c1, CN(C)C=O, CCOC(C)=O, Clc1ccc(CBr)c(Cl)c1, [Na+], O. The product is CCOC(=O)c1ccc2c(c1)nc(Cc1ccccc1)n2Cc1ccc(Cl)cc1Cl. As a reaction SMILES: [C:16](=[O:17])([OH:18])[O-:19].[CH2:21]([c:22]1[cH:23][cH:24][cH:25][cH:26][cH:27]1)[c:28]1[nH:29][c:30]2[c:31]([n:32]1)[cH:33][cH:34][c:35]([C:37](=[O:38])[O:39][CH2:40][CH3:41])[cH:36]2.[CH3:1][N:2]([CH3:3])[CH:4]=[O:5].[CH3:43][CH2:44][O:45][C:46](=[O:47])[CH3:48].[Cl:6][c:7]1[c:8]([CH2:9][Br:10])[cH:11][cH:12][c:13]([Cl:15])[cH:14]1.[Na+:20].[OH2:42]>>[Cl:6][c:7]1[c:8]([CH2:9][n:32]2[c:28]([CH2:21][c:22]3[cH:23][cH:24][cH:25][cH:26][cH:27]3)[n:29][c:30]3[c:31]2[cH:33][cH:34][c:35]([C:37](=[O:38])[O:39][CH2:40][CH3:41])[cH:36]3)[cH:11][cH:12][c:13]([Cl:15])[cH:14]1. Starting materials: [BH4-], CC(=O)Br, CCOC(C)=O, COC(=O)C(=C(C)C)N1C(=O)C(OC)C1SSc1nc2ccccc2s1, CN(C)C=O, [Na+], Cc1ccccc1, c1ccccc1. Yields the product COC(=O)C(=C(C)C)N1C(=O)C(OC)C1SC(C)=O. As a reaction SMILES: [BH4-:27].[C:29]([CH3:30])(=[O:31])[Br:32].[C:44]([O:45][CH2:46][CH3:47])(=[O:48])[CH3:49].[CH3:1][O:2][C:3]([C:4](=[C:5]([CH3:6])[CH3:7])[N:8]1[C:9](=[O:25])[CH:10]([O:23][CH3:24])[CH:11]1[S:12][S:13][c:14]1[s:15][c:16]2[cH:17][cH:18][cH:19][cH:20][c:21]2[n:22]1)=[O:26].[CH3:39][N:40]([CH3:41])[CH:42]=[O:43].[Na+:28].[c:50]1([CH3:51])[cH:52][cH:53][cH:54][cH:55][cH:56]1.[cH:33]1[cH:34][cH:35][cH:36][cH:37][cH:38]1>>[CH3:1][O:2][C:3]([C:4](=[C:5]([CH3:6])[CH3:7])[N:8]1[C:9](=[O:25])[CH:10]([O:23][CH3:24])[CH:11]1[S:12][C:29]([CH3:30])=[O:31])=[O:26]. The reactants are FC(C1=NC2=C(C=CC=C2C(=N1)NC1=NNC(=C1)C)OC)(C1=NC=C(C=C1)F)F (2-(difluoro(5-fluoropyridin-2-yl)methyl)-8-methoxy-N-(5-methyl-1H-pyrazol-3-yl)quinazolin-4-amine), B(Br)(Br)Br (boron tribromide), CO (MeOH), B(Br)(Br)Br (boron tribromide). Solvent: C(Cl)Cl (DCM). Conditions: temperature -78 celsius, time 20 minute. The product is FC(C1=NC2=C(C=CC=C2C(=N1)NC1=NNC(=C1)C)O)(C1=NC=C(C=C1)F)F (2-(difluoro(5-fluoropyridin-2-yl)methyl)-4-((5-methyl-1H-pyrazol-3-yl)amino)quinazolin-8-ol). Yield: 2.1%. RXN SMILES: [F:1][C:2]([F:29])([C:22]1[CH:27]=[CH:26][C:25]([F:28])=[CH:24][N:23]=1)[C:3]1[N:12]=[C:11]([NH:13][C:14]2[CH:18]=[C:17]([CH3:19])[NH:16][N:15]=2)[C:10]2[C:5](=[C:6]([O:20]C)[CH:7]=[CH:8][CH:9]=2)[N:4]=1.B(Br)(Br)Br.CO>C(Cl)Cl>[F:29][C:2]([F:1])([C:22]1[CH:27]=[CH:26][C:25]([F:28])=[CH:24][N:23]=1)[C:3]1[N:12]=[C:11]([NH:13][C:14]2[CH:18]=[C:17]([CH3:19])[NH:16][N:15]=2)[C:10]2[C:5](=[C:6]([OH:20])[CH:7]=[CH:8][CH:9]=2)[N:4]=1. Reported procedure: To 2-(difluoro(5-fluoropyridin-2-yl)methyl)-8-methoxy-N-(5-methyl-1H-pyrazol-3-yl)quinazolin-4-amine from Example 43 step B (150 mg, 0.375 mmol) in DCM (10 mL) at −78° C. under argon was added boron tribromide (1M in DCM, 3.75 mL, 3.75 mmol). The mixture was stirred at −78° C. for 20 min, and then allowed to warm slowly to rt. Additional boron tribromide (1M in DCM, 4 mL, 4 mmol) was added and the mixture was stirred at rt for 6 days. MeOH was added slowly and then the mixture was concentrated u... As a reaction SMILES: [C:3]([CH3:4])([CH3:5])([CH3:6])[c:7]1[cH:8][cH:9][n:10][cH:11][cH:12]1.[CH3:13][N:14]([c:15]1[cH:16][cH:17][cH:18][cH:19][cH:20]1)[CH3:21].[NH2-:2].[Na:1]>>[NH2:2][c:9]1[cH:8][c:7]([C:3]([CH3:4])([CH3:5])[CH3:6])[cH:12][cH:11][n:10]1. Reactants: CC(C)(C)c1ccncc1, CN(C)c1ccccc1, [NH2-], [Na]. Product: CC(C)(C)c1ccnc(N)c1.